This data is from the Open Reaction Database (ORD), a public repository of structured organic reaction records. The task is: describe an organic reaction: reactants, conditions, products, and yield Reactants: CCCCCC(C=CC(CCO)C(CC(OC)OC)OCc1ccccc1)OCc1ccccc1, CCCCP(CCCC)CCCC, N#C[Se]c1ccccc1[N+](=O)[O-], C1CCOC1, OO. Yields the product C=CC(C=CC(CCCCC)OCc1ccccc1)C(CC(OC)OC)OCc1ccccc1. RXN SMILES: [CH2:13]([c:14]1[cH:15][cH:16][cH:17][cH:18][cH:19]1)[O:20][CH:21]([CH2:22][CH:23]([O:24][CH3:25])[O:26][CH3:27])[CH:28]([CH:29]=[CH:30][CH:31]([CH2:32][CH2:33][CH2:34][CH2:35][CH3:36])[O:37][CH2:38][c:39]1[cH:40][cH:41][cH:42][cH:43][cH:44]1)[CH2:45][CH2:46][OH:47].[CH2:48]([P:49]([CH2:50][CH2:51][CH2:52][CH3:53])[CH2:54][CH2:55][CH2:56][CH3:57])[CH2:58][CH2:59][CH3:60].[N+:1]([c:2]1[cH:3][cH:4][cH:5][cH:6][c:7]1[Se:8][C:9]#[N:10])([O-:11])=[O:12].[O:63]1[CH2:64][CH2:65][CH2:66][CH2:67]1.[OH:61][OH:62]>>[CH2:13]([c:14]1[cH:15][cH:16][cH:17][cH:18][cH:19]1)[O:20][CH:21]([CH2:22][CH:23]([O:24][CH3:25])[O:26][CH3:27])[CH:28]([CH:29]=[CH:30][CH:31]([CH2:32][CH2:33][CH2:34][CH2:35][CH3:36])[O:37][CH2:38][c:39]1[cH:40][cH:41][cH:42][cH:43][cH:44]1)[CH:45]=[CH2:46].